This data is from the Open Reaction Database (ORD), a public repository of structured organic reaction records. The task is: describe an organic reaction: reactants, conditions, products, and yield Reactants: BrC1=CC=C(C=C1)C1=CC=C(C=C1)O (4-bromo-4′-hydroxybiphenyl), COC(C1=CC(=CC=C1)CBr)=O (3-(bromomethyl)benzoic acid methyl ester). The product is BrC1=CC=C(C=C1)C1=CC=C(C=C1)OCC=1C=C(C(=O)O)C=CC1 (3-(4′-Bromo-biphenyl-4-yloxymethyl)-benzoic acid). RXN SMILES: [Br:1][C:2]1[CH:7]=[CH:6][C:5]([C:8]2[CH:13]=[CH:12][C:11]([OH:14])=[CH:10][CH:9]=2)=[CH:4][CH:3]=1.C[O:16][C:17](=[O:26])[C:18]1[CH:23]=[CH:22][CH:21]=[C:20]([CH2:24]Br)[CH:19]=1>>[Br:1][C:2]1[CH:3]=[CH:4][C:5]([C:8]2[CH:13]=[CH:12][C:11]([O:14][CH2:24][C:20]3[CH:19]=[C:18]([CH:23]=[CH:22][CH:21]=3)[C:17]([OH:26])=[O:16])=[CH:10][CH:9]=2)=[CH:6][CH:7]=1. Procedure details: 3-(4′-Bromo-biphenyl-4-yloxymethyl)-benzoic acid was prepared using general procedure A from 4-bromo-4′-hydroxybiphenyl (available from TCI America, Portland, Oreg.) and 3-(bromomethyl)benzoic acid methyl ester (available from Lancaster Synthesis Ltd., Morcambe, Lancashire, UK). Yield: 91 mg. Mass spectrum (ES) MH+=383. The reactants are C(C1=CC=CC=C1)OCCCCCCC(C(=O)OCC)CCCCCCOCC1=CC=CC=C1 (ethyl 2,2-bis(6-benzyloxyhexyl)acetate), aqueous solution, [OH-].[K+] (potassium hydroxide), Cl (hydrochloric acid). The solvent is CO (methanol). The product is C(C1=CC=CC=C1)OCCCCCCC(C(=O)O)CCCCCCOCC1=CC=CC=C1 (2,2-bis(6-benzyloxyhexyl)acetic acid). The yield is 55.0%. RXN SMILES: [CH2:1]([O:8][CH2:9][CH2:10][CH2:11][CH2:12][CH2:13][CH2:14][CH:15]([CH2:21][CH2:22][CH2:23][CH2:24][CH2:25][CH2:26][O:27][CH2:28][C:29]1[CH:34]=[CH:33][CH:32]=[CH:31][CH:30]=1)[C:16]([O:18]CC)=[O:17])[C:2]1[CH:7]=[CH:6][CH:5]=[CH:4][CH:3]=1.[OH-].[K+].Cl>CO>[CH2:28]([O:27][CH2:26][CH2:25][CH2:24][CH2:23][CH2:22][CH2:21][CH:15]([CH2:14][CH2:13][CH2:12][CH2:11][CH2:10][CH2:9][O:8][CH2:1][C:2]1[CH:3]=[CH:4][CH:5]=[CH:6][CH:7]=1)[C:16]([OH:18])=[O:17])[C:29]1[CH:30]=[CH:31][CH:32]=[CH:33][CH:34]=1 |f:1.2|. Procedure details: First, 12 g of ethyl 2,2-bis(6-benzyloxyhexyl)acetate, 250 ml of methanol, and 100 ml of an aqueous solution containing 16.8 g of 85% potassium hydroxide were placed in a 500 ml flask. Then, the mixture was stirred under reflux for 2 hours. The reaction mixture was poured into diluted hydrochloric acid, and an organic layer was extracted with ether. The ether layer was washed with water and dried over anhydrous sodium sulfate. Thereafter, the solvent was distilled away. The residue was recrystal... Reactants: [OH-].[Na+] (sodium hydroxide), C1(=CC=CC=C1)C(O)(C1=CC=NC=C1)C1=CC=CC=C1 (diphenyl-4-pyridyl-methanol), Cl (hydrochloric acid), I (hydroiodic acid), S(=S)(=O)([O-])[O-].[Na+].[Na+] (sodium thiosulfate), II, II. Run in C(C)(=O)O (acetic acid). RXN SMILES: [C:1]1([C:7]([C:15]2[CH:20]=[CH:19][CH:18]=[CH:17][CH:16]=2)([C:9]2[CH:14]=[CH:13][N:12]=[CH:11][CH:10]=2)O)[CH:6]=[CH:5][CH:4]=[CH:3][CH:2]=1.Cl.I.[OH-].[Na+].S([O-])([O-])(=O)=S.[Na+].[Na+]>C(O)(=O)C>[C:1]1([CH:7]([C:15]2[CH:20]=[CH:19][CH:18]=[CH:17][CH:16]=2)[C:9]2[CH:10]=[CH:11][N:12]=[CH:13][CH:14]=2)[CH:2]=[CH:3][CH:4]=[CH:5][CH:6]=1 |f:3.4,5.6.7|. Procedure: A mixture of 99 g (0.379 mole) of diphenyl-4-pyridyl-methanol, 50 ml of conc. hydrochloric acid, 200 ml of 57% hydroiodic acid and 200 ml of glacial acetic acid was refluxed for 41/2 hr and then was stirred at room temperature for 12 hr. The reaction mixture was poured over ice and was made basic with 50% sodium hydroxide. An aqueous solution of sodium thiosulfate was added, and the mixture was extracted with methylene chloride. The methylene chloride solution was dried over magnesium sulfate an... Run at time 12 hour. Yields the product C1(=CC=CC=C1)C(C1=CC=NC=C1)C1=CC=CC=C1 (4-(Diphenylmethyl)pyridine).